Dataset: the Open Reaction Database (ORD), a public repository of structured organic reaction records. Task: describe an organic reaction: reactants, conditions, products, and yield The reactants are CN1CC2=C(NC=3C=CC(=CC23)C)CC1 (2,8-Dimethyl-2,3,4,5-tetrahydro-1H-pyrido[4,3-b]indole), [OH-].[K+] (potassium hydroxide), C(CC)C1=NC=C(C=C1)C=C (2-Propyl-5-vinyl-pyridine). Run in O (water), CN1C(CCC1)=O (N-methyl 2-pyrolidone). Reaction conditions: time 10 minute. The product is CN1CC2=C(N(C=3C=CC(=CC23)C)CCC=2C=NC(=CC2)CCC)CC1 (2,8-Dimethyl-5-[2-(6-propyl-pyridin-3-yl)-ethyl]-2,3,4,5-tetrahydro-1H-pyrido[4,3-b]indole). Yield: 8.6%. Reaction SMILES: [CH3:1][N:2]1[CH2:15][CH2:14][C:5]2[NH:6][C:7]3[CH:8]=[CH:9][C:10]([CH3:13])=[CH:11][C:12]=3[C:4]=2[CH2:3]1.[OH-].[K+].[CH2:18]([C:21]1[CH:26]=[CH:25][C:24]([CH:27]=[CH2:28])=[CH:23][N:22]=1)[CH2:19][CH3:20]>CN1CCCC1=O.O>[CH3:1][N:2]1[CH2:15][CH2:14][C:5]2[N:6]([CH2:28][CH2:27][C:24]3[CH:23]=[N:22][C:21]([CH2:18][CH2:19][CH3:20])=[CH:26][CH:25]=3)[C:7]3[CH:8]=[CH:9][C:10]([CH3:13])=[CH:11][C:12]=3[C:4]=2[CH2:3]1 |f:1.2|. Procedure details: To a solution of 2,8-Dimethyl-2,3,4,5-tetrahydro-1H-pyrido[4,3-b]indole (0.1 g, 0.5 mmol) in N-methyl 2-pyrolidone (1.0 mL) was added powdered potassium hydroxide (0.14 g, 2.5 mmol) and allowed to stir for 10 min at RT. 2-Propyl-5-vinyl-pyridine (0.18 g, 0.5 mol) was added and stirred for further 15 h. at 100 deg C. After completion (TLC), reaction mixture was diluted with water (15 mL) and extracted with ethyl acetate (3×50 mL). The organic layer was dried over anhydrous sodium sulphate and con... Reactants: Nc1cnc(Br)cn1, [Cu]I, N#C[K], C1COCCOCCOCCOCCOCCO1, CN(C)C=O. Yields the product N#Cc1cnc(N)cn1. RXN SMILES: [Br:1][c:2]1[n:3][cH:4][c:5]([NH2:8])[n:6][cH:7]1.[Cu:35][I:36].[K:9][C:10]#[N:11].[O:12]1[CH2:13][CH2:14][O:15][CH2:16][CH2:17][O:18][CH2:19][CH2:20][O:21][CH2:22][CH2:23][O:24][CH2:25][CH2:26][O:27][CH2:28][CH2:29]1.[O:30]=[CH:31][N:32]([CH3:33])[CH3:34]>>[c:2]1([C:10]#[N:11])[n:3][cH:4][c:5]([NH2:8])[n:6][cH:7]1. Reactants: Cn1c(=O)n(Cc2ccc(Cl)cc2Cl)c2cc(C(=O)O)ccc21, CCCCS(N)(=O)=O, C1CCC2=NCCCN2CC1, CN(C)C=O. The product is CCCCS(=O)(=O)NC(=O)c1ccc2c(c1)n(Cc1ccc(Cl)cc1Cl)c(=O)n2C. Reaction SMILES: [C:1](=[O:2])([OH:3])[c:4]1[cH:5][cH:6][c:7]2[c:8]([n:9]([CH2:14][c:15]3[c:16]([Cl:22])[cH:17][c:18]([Cl:21])[cH:19][cH:20]3)[c:10](=[O:13])[n:11]2[CH3:12])[cH:23]1.[CH2:24]([CH2:25][CH2:26][CH3:27])[S:28](=[O:29])(=[O:30])[NH2:31].[CH2:32]1[CH2:33][CH2:34][C:35]2=[N:40][CH2:39][CH2:38][CH2:37][N:36]2[CH2:41][CH2:42]1.[CH3:43][N:44]([CH3:45])[CH:46]=[O:47]>>[C:1](=[O:3])([c:4]1[cH:5][cH:6][c:7]2[c:8]([n:9]([CH2:14][c:15]3[c:16]([Cl:22])[cH:17][c:18]([Cl:21])[cH:19][cH:20]3)[c:10](=[O:13])[n:11]2[CH3:12])[cH:23]1)[NH:31][S:28]([CH2:24][CH2:25][CH2:26][CH3:27])(=[O:29])=[O:30]. Reactants: C(C)OC(C(F)(F)C1=CC=C(C=C1)C1=CC=CC=C1)=O (2-(biphenyl-4-yl)-2,2-difluoroacetic acid ethyl ester), Cl (HCl), C(C)OC(C(F)(F)C1=CC=C(C=C1)C1=CC=CC=C1)=O (2-(biphenyl-4-yl)-2,2-difluoroacetic acid ethyl ester), C(=O)([O-])[O-].[K+].[K+] (K2CO3). The solvent is CN(C)C=O (DMF). Run at time 18 hour. Yields the product C1(=CC=C(C=C1)C(C(=O)O)(F)F)C1=CC=CC=C1 (2-(biphenyl-4-yl)-2,2-difluoroacetic acid). As a reaction SMILES: C([O:3][C:4](=[O:20])[C:5]([C:8]1[CH:13]=[CH:12][C:11]([C:14]2[CH:19]=[CH:18][CH:17]=[CH:16][CH:15]=2)=[CH:10][CH:9]=1)([F:7])[F:6])C.C([O-])([O-])=O.[K+].[K+].Cl>CN(C=O)C>[C:11]1([C:14]2[CH:15]=[CH:16][CH:17]=[CH:18][CH:19]=2)[CH:12]=[CH:13][C:8]([C:5]([F:6])([F:7])[C:4]([OH:20])=[O:3])=[CH:9][CH:10]=1 |f:1.2.3|. Reported procedure: According to the above-described scheme, 2-(biphenyl-4-yl)-2,2-difluoroacetic acid ethyl ester (Compound 2g; 82.9 mg, 0.3 mmol), 1N K2CO3 solution (0.9 mL) and DMF (0.9 mL) were put into an eggplant flask, and the mixture was stirred at room temperature for 18 hours. After the reaction, the reaction mixture was neutralized with 5% HCl solution, extracted with ethyl acetate and washed with water, and an organic layer was dried with anhydrous sodium sulfate. Ethyl acetate was distilled away under ... Procedure details: Next, to a solution of the mixture of quinoline-6-carboxylic acid (5-(3-bromophenoxy)-thiophene-2ylmethyl)-amide and debrominated compound (130 mg, 0.303 mmol) in N,N-dimethylformamide (5.0 mL) were added zinc cyanide (71 mg, 0.605 mmol) and tetrakis(triphenylphosphine)palladium(0) (70 mg, 0.061 mmol) under nitrogen atmosphere, the solution was stirred at 100° C. for 1 hour, and the solution was stirred at 140° C. for 3 hours. The reaction solution was allowed to room temperature, ethyl acetate ... Yield: 21.0%. As a reaction SMILES: Br[C:2]1[CH:3]=[C:4]([CH:25]=[CH:26][CH:27]=1)[O:5][C:6]1[S:10][C:9]([CH2:11][NH:12][C:13]([C:15]2[CH:16]=[C:17]3[C:22](=[CH:23][CH:24]=2)[N:21]=[CH:20][CH:19]=[CH:18]3)=[O:14])=[CH:8][CH:7]=1.C(OCC)(=O)C.O.[CH3:35][N:36](C)C=O>[C-]#N.[Zn+2].[C-]#N.C1C=CC([P]([Pd]([P](C2C=CC=CC=2)(C2C=CC=CC=2)C2C=CC=CC=2)([P](C2C=CC=CC=2)(C2C=CC=CC=2)C2C=CC=CC=2)[P](C2C=CC=CC=2)(C2C=CC=CC=2)C2C=CC=CC=2)(C2C=CC=CC=2)C2C=CC=CC=2)=CC=1>[C:35]([C:2]1[CH:3]=[C:4]([CH:25]=[CH:26][CH:27]=1)[O:5][C:6]1[S:10][C:9]([CH2:11][NH:12][C:13]([C:15]2[CH:16]=[C:17]3[C:22](=[CH:23][CH:24]=2)[N:21]=[CH:20][CH:19]=[CH:18]3)=[O:14])=[CH:8][CH:7]=1)#[N:36] |f:4.5.6,^1:48,50,69,88|. Reaction conditions: temperature 100 celsius, time 1 hour. The reactants are BrC=1C=C(OC2=CC=C(S2)CNC(=O)C=2C=C3C=CC=NC3=CC2)C=CC1 (quinoline-6-carboxylic acid (5-(3-bromophenoxy)-thiophene-2ylmethyl)-amide), compound, CN(C=O)C (N,N-dimethylformamide), C(C)(=O)OCC (ethyl acetate), O (water). Reagents/catalysts: [C-]#N.[Zn+2].[C-]#N (zinc cyanide), C=1C=CC(=CC1)[P](C=2C=CC=CC2)(C=3C=CC=CC3)[Pd]([P](C=4C=CC=CC4)(C=5C=CC=CC5)C=6C=CC=CC6)([P](C=7C=CC=CC7)(C=8C=CC=CC8)C=9C=CC=CC9)[P](C=1C=CC=CC1)(C=1C=CC=CC1)C=1C=CC=CC1 (tetrakis(triphenylphosphine)palladium(0)). Product: C(#N)C=1C=C(OC2=CC=C(S2)CNC(=O)C=2C=C3C=CC=NC3=CC2)C=CC1 (Quinoline-6-carboxylic acid (5-(3-cyano-phenoxy)-thiophen-2-ylmethyl)-amide). The reactants are FC(C(=O)O)(F)F (trifluoroacetic acid), C(CCCC)OC1(CN(C1)C(=O)OC(C)(C)C)C1=CC=CC=C1 (3-pentoxy-3-phenyl-1-(tert-butoxycarbonyl)azetidine). Solvent: ClCCl (dichloromethane). Run at time 30 minute. Yields the product FC(C(=O)O)(F)F.C(CCCC)OC1(CNC1)C1=CC=CC=C1 (3-pentoxy-3-phenylazetidine trifluoroacetate). Isolated yield 100.0%. As a reaction SMILES: [F:1][C:2]([F:7])([F:6])[C:3]([OH:5])=[O:4].[CH2:8]([O:13][C:14]1([C:25]2[CH:30]=[CH:29][CH:28]=[CH:27][CH:26]=2)[CH2:17][N:16](C(OC(C)(C)C)=O)[CH2:15]1)[CH2:9][CH2:10][CH2:11][CH3:12]>ClCCl>[F:1][C:2]([F:7])([F:6])[C:3]([OH:5])=[O:4].[CH2:8]([O:13][C:14]1([C:25]2[CH:30]=[CH:29][CH:28]=[CH:27][CH:26]=2)[CH2:17][NH:16][CH2:15]1)[CH2:9][CH2:10][CH2:11][CH3:12] |f:3.4|. Procedure: 5.5 ml of trifluoroacetic acid are added to a solution containing 3.34 g (10 mmol) of 3-pentoxy-3-phenyl-1-(tert-butoxycarbonyl)azetidine dissolved in 10 ml of dichloromethane. The reaction medium is stirred at ambient temperature for 2 hours 30 min and then concentrated. The crude product obtained is purified by silica gel chromatography (eluent 90/10 dichloromethane/methanol). 3.5 g in the form of a pale yellow oil are obtained with a yield of 100%. The solvent is CO (methanol), O (water). Reaction conditions: time 2 hour. Reactants: [BH4-].[Na+] (Sodium borohydride), C1(=CC=CC=C1)NC1(CCN(CC1)CC1=CC=CC=C1)C=O (4-(N-phenylamino)-1-phenylmethyl-piperidine-4-carboxaldehyde). Product: C1(=CC=CC=C1)NC1(CCN(CC1)CC1=CC=CC=C1)CO (4-(N-phenylamino)-1-phenylmethyl-4-piperidinylmethanol). As a reaction SMILES: [BH4-].[Na+].[C:3]1([NH:9][C:10]2([CH:23]=[O:24])[CH2:15][CH2:14][N:13]([CH2:16][C:17]3[CH:22]=[CH:21][CH:20]=[CH:19][CH:18]=3)[CH2:12][CH2:11]2)[CH:8]=[CH:7][CH:6]=[CH:5][CH:4]=1>CO.O>[C:3]1([NH:9][C:10]2([CH2:23][OH:24])[CH2:15][CH2:14][N:13]([CH2:16][C:17]3[CH:22]=[CH:21][CH:20]=[CH:19][CH:18]=3)[CH2:12][CH2:11]2)[CH:4]=[CH:5][CH:6]=[CH:7][CH:8]=1 |f:0.1|. Procedure details: Sodium borohydride (2 g) was added portionwise to a stirred solution of 4-(N-phenylamino)-1-phenylmethyl-piperidine-4-carboxaldehyde (2 g) in methanol at room temperature. After stirring at room temperature for 2 hours the mixture was diluted with water, extracted with chloroform and the combined extracts washed and dried. After removal of the solvent, the crude product was purified by chromatography on silica gel, using chloroform/methanol (38:1) as eluant, to give the title compound (1.53 g) 4... Yield: 76.0%. Reactants: FC1=C(C=CC(=C1C1=NNC=C1C1=CC=NC=C1)F)N (2,4-difluoro-3-(4-pyridin-4-yl-1H-pyrazol-3-yl)-phenylamine), FC(F)(F)C1=C(C=CC=C1)N=C=O (trifluoromethyl-phenylisocyanate), CN(C=O)C (N,N-dimethylformamide), CO (methanol), di-urea, mono- and di-urea, mono-urea. Conditions: time 2 day. Product: FC1=C(C=CC(=C1C1=NNC=C1C1=CC=NC=C1)F)NC(=O)NC1=CC=C(C=C1)C(F)(F)F (1-[2,4-Difluoro-3-(4-pyridin-4-yl-1H-pyrazol-3-yl)-phenyl]-3-(4-trifluoromethyl-phenyl)-urea). Reaction SMILES: [F:1][C:2]1[C:7]([C:8]2[C:12]([C:13]3[CH:18]=[CH:17][N:16]=[CH:15][CH:14]=3)=[CH:11][NH:10][N:9]=2)=[C:6]([F:19])[CH:5]=[CH:4][C:3]=1[NH2:20].[F:21][C:22]([C:25]1[CH:30]=[CH:29][CH:28]=[CH:27][C:26]=1N=C=O)([F:24])[F:23].CO.C[N:37](C)[CH:38]=[O:39]>>[F:1][C:2]1[C:7]([C:8]2[C:12]([C:13]3[CH:18]=[CH:17][N:16]=[CH:15][CH:14]=3)=[CH:11][NH:10][N:9]=2)=[C:6]([F:19])[CH:5]=[CH:4][C:3]=1[NH:20][C:38]([NH:37][C:28]1[CH:27]=[CH:26][C:25]([C:22]([F:21])([F:23])[F:24])=[CH:30][CH:29]=1)=[O:39]. Reported procedure: To 2,4-difluoro-3-(4-pyridin-4-yl-1H-pyrazol-3-yl)-phenylamine (70 mg, 0.25 mmol) (prepared as described in Example 22) in anhydrous N,N-dimethylformamide (2.5 mL) was added trifluoromethyl-phenylisocyanate (35 μL, 0.25 mmol) at 0° C. The reaction was allowed to warm to room temperature and it was stirred under nitrogen atmosphere for two days to yield a mixture of mono- and di-urea derivatives. Solvent was removed under reduced pressure. To the crude of reaction in methanol (3 mL) triethylamine... Reactants: [Mg] (magnesium), C(CCCC)C1C=CC(CC1)=O (4-pentylcyclohexenone), Grignard reagent, FC(C1=CC=C(C=C1)Br)(F)F (4-trifluoromethylbromobenzene), Grignard reagent, Cl (hydrochloric acid). Solvent: C(C)OCC (diethyl ether). The product is FC(C1=CC=C(C=C1)C1(CC=C(CC1)CCCCC)O)(F)F (4-(4-trifluoromethylphenyl)-4-hydroxy-l-pentylcyclohexene). As a reaction SMILES: [F:1][C:2]([F:11])([F:10])[C:3]1[CH:8]=[CH:7][C:6](Br)=[CH:5][CH:4]=1.[Mg].[CH2:13]([CH:18]1[CH2:23][CH2:22][C:21](=[O:24])[CH:20]=[CH:19]1)[CH2:14][CH2:15][CH2:16][CH3:17].Cl>C(OCC)C>[F:1][C:2]([F:11])([F:10])[C:3]1[CH:8]=[CH:7][C:6]([C:21]2([OH:24])[CH2:22][CH2:23][C:18]([CH2:13][CH2:14][CH2:15][CH2:16][CH3:17])=[CH:19][CH2:20]2)=[CH:5][CH:4]=1. Procedure details: A solution of 8.0 g of 4-trifluoromethylbromobenzene in 30 ml of anhydrous diethyl ether was added dropwise under stirring at 15°-20° C. to 1 g of magnesium metal powder, followed by reaction at room temperature for 1 hour so that a Grignard reagent was formed. After 5 g of 4-pentylcyclohexenone was added under stirring at -10° to 0° C. to the thus-formed Grignard reagent, they were reacted at room temperature for additional 1 hour. After the completion of the reaction, diluted hydrochloric acid... The solvent is O1CCCC1 (tetrahydrofuran), O (water), CO (methanol). Conditions: time 8 hour. Reported procedure: To a solution of 0.61 g (4.0 mmol) of 1,4-benzodioxan-6-amine in 5 mL of tetrahydrofuran at ambient temperature was added 2.2 mL (4.4 mmol) of 2.0 M (in tetrahydrofuran) sodium bis(trimethylsilyl)amide and the resulting solution was stirred for 20 min. To this reaction mixture was slowly added a solution of 0.47 g (4.0 mmol) of p-tolunitrile in 2 mL of tetrahydrofuran. The resulting mixture was stirred at ambient temperature for 5 hrs and then poured into brine (25 mL) and dichloromethane (50 mL... Yields the product O1CCOC2=C1C=CC(=C2)NC(=N)C2=CC=C(C=C2)C (N-(2,3-Dihydro-1,4-benzodioxin-6-yl)-4-methylbenzenecarboxamidine). Starting materials: O1CCOC2=C1C=CC(=C2)N2C(=NC(=C2)C(=O)O)C2=CC=C(C=C2)C (1-(2,3-Dihydro-1,4-benzodioxin-6-yl)-2-(4-methylphenyl)-1H-imidazole-4-carboxylic acid), Cl (Hydrochloric acid), compound, [OH-].[Na+] (NaOH). RXN SMILES: [O:1]1[C:6]2[CH:7]=[CH:8][C:9]([N:11]3C=C(C(O)=O)[N:13]=[C:12]3[C:19]3[CH:24]=[CH:23][C:22]([CH3:25])=[CH:21][CH:20]=3)=[CH:10][C:5]=2[O:4][CH2:3][CH2:2]1.[OH-].[Na+].Cl>O1CCCC1.O.CO>[O:1]1[C:6]2[CH:7]=[CH:8][C:9]([NH:11][C:12]([C:19]3[CH:20]=[CH:21][C:22]([CH3:25])=[CH:23][CH:24]=3)=[NH:13])=[CH:10][C:5]=2[O:4][CH2:3][CH2:2]1 |f:1.2|.